From a dataset of the Open Reaction Database (ORD), a public repository of structured organic reaction records. describe an organic reaction: reactants, conditions, products, and yield The reactants are C(N)(=O)C=1C=CC(=C2C=3C=CC(=CC3NC12)NC(OCC1=CC=CC=C1)=O)C1=C(C=CC=C1)F (benzyl 8-carbamoyl-5-(2-fluorophenyl)-9H-carbazol-2-ylcarbamate), C(=O)[O-].[NH4+] (ammonium formate). The reagents and catalysts are [Pd] (palladium on charcoal). Run in CO (methanol), CO (methanol). Product: NC1=CC=C2C=3C(=CC=C(C3NC2=C1)C(=O)N)C1=C(C=CC=C1)F (7-amino-4-(2-fluorophenyl)-9H-carbazole-1-carboxamide). As a reaction SMILES: [C:1]([C:4]1[CH:5]=[CH:6][C:7]([C:28]2[CH:33]=[CH:32][CH:31]=[CH:30][C:29]=2[F:34])=[C:8]2[C:16]=1[NH:15][C:14]1[CH:13]=[C:12]([NH:17]C(=O)OCC3C=CC=CC=3)[CH:11]=[CH:10][C:9]2=1)(=[O:3])[NH2:2].C([O-])=O.[NH4+]>[Pd].CO>[NH2:17][C:12]1[CH:13]=[C:14]2[C:9]([C:8]3[C:7]([C:28]4[CH:33]=[CH:32][CH:31]=[CH:30][C:29]=4[F:34])=[CH:6][CH:5]=[C:4]([C:1]([NH2:2])=[O:3])[C:16]=3[NH:15]2)=[CH:10][CH:11]=1 |f:1.2|. Procedure: A mixture of benzyl 8-carbamoyl-5-(2-fluorophenyl)-9H-carbazol-2-ylcarbamate (Example 50-1, 400 mg, 0.882 mmol), 10% palladium on charcoal (94 mg, 0.088 mmol) and ammonium formate (334 mg, 5.29 mmol) in methanol (20 mL) was heated at reflux for 1 h. The mixture was cooled to rt, diluted with methanol and filtered through a Celite pad. The filtrate was concentrated to give 7-amino-4-(2-fluorophenyl)-9H-carbazole-1-carboxamide in quantitative yield. 1H NMR (400 MHz, DMSO-d6) δ 11.07 (s, 1H) 8.11 (... The reactants are O=C([O-])[O-], CS(C)=O, Cc1ccccc1, [Cl-], CC(C)c1cc(Cl)nc(C(C)C)c1[N+](=O)[O-], [K+], [K+], [Na+], O, Oc1ccc(Cl)cc1. The product is CC(C)c1cc(Oc2ccc(Cl)cc2)nc(C(C)C)c1[N+](=O)[O-]. As a reaction SMILES: [C:9](=[O:10])([O-:11])[O-:12].[CH3:33][S:34](=[O:35])[CH3:36].[CH3:37][c:38]1[cH:39][cH:40][cH:41][cH:42][cH:43]1.[Cl-:32].[Cl:15][c:16]1[cH:17][c:18]([CH:28]([CH3:29])[CH3:30])[c:19]([N+:25](=[O:26])[O-:27])[c:20]([CH:22]([CH3:23])[CH3:24])[n:21]1.[K+:13].[K+:14].[Na+:31].[OH2:44].[OH:1][c:2]1[cH:3][cH:4][c:5]([Cl:6])[cH:7][cH:8]1>>[O:1]([c:2]1[cH:3][cH:4][c:5]([Cl:6])[cH:7][cH:8]1)[c:16]1[cH:17][c:18]([CH:28]([CH3:29])[CH3:30])[c:19]([N+:25](=[O:26])[O-:27])[c:20]([CH:22]([CH3:23])[CH3:24])[n:21]1.